From a dataset of the Open Reaction Database (ORD), a public repository of structured organic reaction records. describe an organic reaction: reactants, conditions, products, and yield The reactants are CN(C(CN[C@]12[C@@H]([C@H]3CC[C@@H]4[C@]5(CC=C(C([C@@H]5CC[C@]4([C@@]3(CC1)C)C)(C)C)C1=CC=C(C(=O)O)C=C1)C)[C@@H](CC2)C(=C)C)=O)C (4-((1R,3aS,5aR,5bR,7aR,11aS,11bR,13aR,13bR)-3a-(2-(dimethylamino)-2-oxoethylamino)-5a,5b,8,8,11a-pentamethyl-1-(prop-1-en-2-yl)-2,3,3a,4,5,5a,5b,6,7,7a,8,11,11a,11b,12,13,13a,13b-octadecahydro-1H-cyclopenta[a]chrysen-9-yl)benzoic acid), ClCC=1N=CSC1 (4-(chloromethyl)thiazole). Yields the product C[C@]12CC[C@@]3([C@@H]([C@H]2CC[C@@H]2[C@]4(CC=C(C([C@@H]4CC[C@@]12C)(C)C)C1=CC=C(C(=O)O)C=C1)C)[C@@H](CC3)C(=C)C)NCC=3N=CSC3 (4-((1R,3aS,5aR,5bR,7aR,11aS,11bR,13aR,13bR)-5a,5b,8,8,11a-pentamethyl-1-(prop-1-en-2-yl)-3a-(thiazol-4-ylmethylamino)-2,3,3a,4,5,5a,5b,6,7,7a,8,11,11a,11b,12,13,13a,13b-octadecahydro-1H-cyclopenta[a]chrysen-9-yl)benzoic acid). As a reaction SMILES: CN(C)C(=O)C[NH:5][C@:6]12[CH2:40][CH2:39][C@@H:38]([C:41]([CH3:43])=[CH2:42])[C@@H:7]1[C@@H:8]1[C@@:21]([CH3:24])([CH2:22][CH2:23]2)[C@@:20]2([CH3:25])[C@@H:11]([C@:12]3([CH3:37])[C@@H:17]([CH2:18][CH2:19]2)[C:16]([CH3:27])([CH3:26])[C:15]([C:28]2[CH:36]=[CH:35][C:31]([C:32]([OH:34])=[O:33])=[CH:30][CH:29]=2)=[CH:14][CH2:13]3)[CH2:10][CH2:9]1.Cl[CH2:47][C:48]1[N:49]=[CH:50][S:51][CH:52]=1>>[CH3:24][C@:21]12[C@@:20]3([CH3:25])[C@@H:11]([C@:12]4([CH3:37])[C@@H:17]([CH2:18][CH2:19]3)[C:16]([CH3:26])([CH3:27])[C:15]([C:28]3[CH:36]=[CH:35][C:31]([C:32]([OH:34])=[O:33])=[CH:30][CH:29]=3)=[CH:14][CH2:13]4)[CH2:10][CH2:9][C@@H:8]1[C@H:7]1[C@H:38]([C:41]([CH3:43])=[CH2:42])[CH2:39][CH2:40][C@:6]1([NH:5][CH2:47][C:48]1[N:49]=[CH:50][S:51][CH:52]=1)[CH2:23][CH2:22]2. Reported procedure: The title compound was prepared following the method described above for the synthesis of 4-((1R,3aS,5aR,5bR,7aR,11aS,11bR,13aR,13bR)-3a-(2-(dimethylamino)-2-oxoethylamino)-5a,5b,8,8,11a-pentamethyl-1-(prop-1-en-2-yl)-2,3,3a,4,5,5a,5b,6,7,7a,8,11,11a,11b,12,13,13a,13b-octadecahydro-1H-cyclopenta[a]chrysen-9-yl)benzoic acid using 4-(chloromethyl)thiazole as the alkylating agent in Step 1. MS: m/e 627.5 (M+H)+, 1.56 min (method 12). 1H NMR (400 MHz, CHLOROFORM-d) δ ppm 0.95 (s., 3H) 0.96 (s, 3H) 1... Starting materials: CCOCC, CC(=O)OC(C)=O, Nc1ccncc1S(N)(=O)=O. Product: CC1=NS(=O)(=O)c2cnccc2N1. Reaction SMILES: [CH3:12][CH2:13][O:14][CH2:15][CH3:16].[CH3:17][C:18]([O:19][C:20](=[O:21])[CH3:22])=[O:23].[NH2:1][c:2]1[c:3]([S:8](=[O:9])(=[O:10])[NH2:11])[cH:4][n:5][cH:6][cH:7]1>>[NH:1]1[c:2]2[c:3]([cH:4][n:5][cH:6][cH:7]2)[S:8](=[O:9])(=[O:10])[N:11]=[C:13]1[CH3:12]. The reactants are ClC1=C(OCC(=O)NC=2C=C(C(=O)O)C=CC2)C=CC(=C1)Cl (3-[2-(2,4-dichloro-phenoxy)-acetylamino]-benzoic acid), CNC (dimethylamine), C(CCl)Cl (EDC), C=1C=CC2=C(C1)N=NN2O (HOBt), CCN(C(C)C)C(C)C (DIPEA). Run in CN(C)CC1=CC(=C(C(=C1)CN(C)C)O)CN(C)C (DMF 3). Product: ClC1=C(OCC(=O)NC=2C=C(C(=O)N(C)C)C=CC2)C=CC(=C1)Cl (3-[2-(2,4-dichloro-phenoxy)acetylamino]-N,N-dimethyl-benzamide). The yield is 55.7%. Reaction SMILES: [Cl:1][C:2]1[CH:21]=[C:20]([Cl:22])[CH:19]=[CH:18][C:3]=1[O:4][CH2:5][C:6]([NH:8][C:9]1[CH:10]=[C:11]([CH:15]=[CH:16][CH:17]=1)[C:12](O)=[O:13])=[O:7].[CH3:23][NH:24][CH3:25].C(Cl)CCl.C1C=CC2N(O)N=NC=2C=1.CCN(C(C)C)C(C)C>CN(CC1C=C(CN(C)C)C(O)=C(CN(C)C)C=1)C>[Cl:1][C:2]1[CH:21]=[C:20]([Cl:22])[CH:19]=[CH:18][C:3]=1[O:4][CH2:5][C:6]([NH:8][C:9]1[CH:10]=[C:11]([CH:15]=[CH:16][CH:17]=1)[C:12]([N:24]([CH3:25])[CH3:23])=[O:13])=[O:7]. Reported procedure: To solution of 3-[2-(2,4-dichloro-phenoxy)-acetylamino]-benzoic acid (100 mg, 0.29 mmol), dimethylamine (0.031 ml, 0.59 mmol) in DMF 3.0 mL was added EDC (83.4 mg, 0.44 mmol), HOBt (58.9 mg, 0.44 mmol) and DIPEA (0.076 ml, 0.44 mmol). Reaction mixture was stirred at room temperature, and separated by EtoAC and brine. The organic phase was dried (MgSO4 anh) and concentrated. The residue was purified by silica gel column chromatography (CH2Cl2:MeOH=30:1) to give 3-[2-(2,4-dichloro-phenoxy)acetylam... Starting materials: C1(CCC1)N1CCC2=C(CC1)C=CC(=C2)OC2=NC=C(C=C2)I (3-cyclobutyl-7-[(5-iodo-2-pyridinyl)oxy]-2,3,4,5-tetrahydro-1H-3-benzazepine), CC(C)(C)[Si](O[C@@H]1CC(NC1)=O)(C)C ((4R)-4-{[(1,1-dimethylethyl)(dimethyl)silyl]oxy}-2-pyrrolidinone). Product: C1(CCC1)N1CCC2=C(CC1)C=CC(=C2)OC2=CC=C(C=N2)N2C(C[C@H](C2)O)=O ((4R)-1-{6-[(3-Cyclobutyl-2,3,4,5-tetrahydro-1H-3-benzazepin-7-yl)oxy]-3-pyridinyl}-4-hydroxy-2-pyrrolidinone). As a reaction SMILES: [CH:1]1([N:5]2[CH2:11][CH2:10][C:9]3[CH:12]=[CH:13][C:14]([O:16][C:17]4[CH:22]=[CH:21][C:20](I)=[CH:19][N:18]=4)=[CH:15][C:8]=3[CH2:7][CH2:6]2)[CH2:4][CH2:3][CH2:2]1.CC([Si](C)(C)[O:29][C@H:30]1[CH2:34][NH:33][C:32](=[O:35])[CH2:31]1)(C)C>>[CH:1]1([N:5]2[CH2:11][CH2:10][C:9]3[CH:12]=[CH:13][C:14]([O:16][C:17]4[N:18]=[CH:19][C:20]([N:33]5[CH2:34][C@H:30]([OH:29])[CH2:31][C:32]5=[O:35])=[CH:21][CH:22]=4)=[CH:15][C:8]=3[CH2:7][CH2:6]2)[CH2:4][CH2:3][CH2:2]1. Procedure details: Example 252 (E252) was prepared from 3-cyclobutyl-7-[(5-iodo-2-pyridinyl)oxy]-2,3,4,5-tetrahydro-1H-3-benzazepine (E207) and (4R)-4-{[(1,1-dimethylethyl)(dimethyl)silyl]oxy}-2-pyrrolidinone (Tetrahedron, 2000, 56(39), 7705-7713) using the method described in E251; MS (ES+) m/e 394 [M+H]+. Reactants: BrC1=CC2=C(C(OC2)=O)C(=C1)F (5-bromo-7-fluoro-2-benzofuran-1(3H)-one), C(=C)[B-](F)(F)F.[K+] (potassium vinyltrifluoroborate), Pd (dppf)2Cl2. Run in CCO (EtOH), TEA. The product is FC1=CC(=CC2=C1C(OC2)=O)C=C (7-fluoro-5-vinyl-2-benzofuran-1(3H)-one). Reaction SMILES: Br[C:2]1[CH:11]=[C:10]([F:12])[C:5]2[C:6](=[O:9])[O:7][CH2:8][C:4]=2[CH:3]=1.[CH:13]([B-](F)(F)F)=[CH2:14].[K+]>CCO>[F:12][C:10]1[C:5]2[C:6](=[O:9])[O:7][CH2:8][C:4]=2[CH:3]=[C:2]([CH:13]=[CH2:14])[CH:11]=1 |f:1.2|. Procedure: A mixture of 5-bromo-7-fluoro-2-benzofuran-1(3H)-one (4.6 g, 20.0 mmol), potassium vinyltrifluoroborate (2.9 g, 22 mmol) and Pd (dppf)2Cl2 (0.5 g) in 40 mL of EtOH and 40 mL of TEA was refluxed under Ar for 4 hours. After concentration, the residue was purified by column chromatography (PE:EtOAc=20:1) to afford 7-fluoro-5-vinyl-2-benzofuran-1(3H)-one. 1H-NMR (400 MHz, CDCl3) δ ppm 7.23 (s, 1H), 7.17 (d, J=10.0 Hz, 1H), 6.70-6.77 (m, 1H), 5.89 (d, J=17.2 Hz, 1H), 5.51 (d, J=11.2 Hz, 1H), 5.28 (s,...